Dataset: the Open Reaction Database (ORD), a public repository of structured organic reaction records. Task: describe an organic reaction: reactants, conditions, products, and yield The product is c1ccc(Sc2ccc3ocnc3c2)cc1. RXN SMILES: [Br:1][c:2]1[cH:3][cH:4][c:5]2[c:6]([n:7][cH:8][o:9]2)[cH:10]1.[CH3:71][CH2:72][O:73][C:74]([CH3:75])=[O:76].[CH:11]([N:12]([CH2:13][CH3:14])[CH:15]([CH3:16])[CH3:17])([CH3:18])[CH3:19].[N:20]#[N:21].[Na+:78].[O:79]1[CH2:80][CH2:81][O:82][CH2:83][CH2:84]1.[OH-:77].[SH:64][c:65]1[cH:66][cH:67][cH:68][cH:69][cH:70]1.[c:22]1([P:23]([c:24]2[cH:25][cH:26][cH:27][cH:28][cH:29]2)[c:30]2[c:31]3[c:55]([cH:56][cH:57][cH:58]2)[C:52]([CH3:53])([CH3:54])[c:34]2[c:33]([c:38]([P:39]([c:40]4[cH:41][cH:42][cH:43][cH:44][cH:45]4)[c:46]4[cH:47][cH:48][cH:49][cH:50][cH:51]4)[cH:37][cH:36][cH:35]2)[O:32]3)[cH:59][cH:60][cH:61][cH:62][cH:63]1>>[c:2]1([S:64][c:65]2[cH:66][cH:67][cH:68][cH:69][cH:70]2)[cH:3][cH:4][c:5]2[c:6]([n:7][cH:8][o:9]2)[cH:10]1. Starting materials: Brc1ccc2ocnc2c1, CCOC(C)=O, CCN(C(C)C)C(C)C, N#N, [Na+], C1COCCO1, [OH-], Sc1ccccc1, CC1(C)c2cccc(P(c3ccccc3)c3ccccc3)c2Oc2c(P(c3ccccc3)c3ccccc3)cccc21. Reactants: 5'-O-butyrate, C1[C@@H](O[C@@H](S1)CO)N2C=C(C(=NC2=O)N)F ((+)-FTC), C(CCC)(=O)[O-] (butyrate), C(CCC)(=O)[O-] (butyrate), CC#N (CH3CN), C[O-].[Na+] (sodium methoxide). Solvent: solution, CO (methanol). Reaction conditions: time 20 hour. The product is C1[C@H](O[C@H](S1)CO)N2C=C(C(=NC2=O)N)F ((-)-FTC). Yield: 82.0%. Reaction SMILES: [CH2:1]1[S:5][C@@H:4]([CH2:6][OH:7])[O:3][C@H:2]1[N:8]1[C:13](=[O:14])[N:12]=[C:11]([NH2:15])[C:10]([F:16])=[CH:9]1.CC#N.C([O-])(=O)CCC.C[O-].[Na+]>CO>[CH2:1]1[S:5][C@H:4]([CH2:6][OH:7])[O:3][C@@H:2]1[N:8]1[C:13](=[O:14])[N:12]=[C:11]([NH2:15])[C:10]([F:16])=[CH:9]1 |f:3.4|. Procedure details: The 5'-O-butyrate of (+)-FTC (0.47 mmol, 149 mg) was dissolved in 16 mL of a solution of 4:1 pH 8 buffer:CH3CN. The clear solution was stirred and treated with 26 mg of pig liver esterase (PLE-A). The progress of the reaction was monitored by HPLC (FIG. 4). After 20 hours (52% conversion), the reaction mixture was extracted with 2×80 mL of CHCl3 and 80 mL of ethyl acetate. The organic layer extracts were combined, dried over anhydrous MgSO4, filtered, and concentrated by rotary evaporation. The ... Starting materials: ClC1=C(C(=O)OC(C)C)C=C(C=C1)NC(=S)NC(=CC(=O)OCC)C(F)(F)F (isopropyl 2-chloro-5-{3-[2-(ethoxycarbonyl)-1-trifluoromethylvinyl]thioureido}-benzoate), [Na] (sodium). The solvent is C(C)(C)O.CN(C=O)C (isopropanol dimethylformamide). The product is ClC1=C(C(=O)OC(C)C)C=C(C=C1)N1C(NC(=CC1=O)C(F)(F)F)=S (isopropyl 2-chloro-5-[3,6-dihydro-4-trifluoromethyl-6-oxo-2-thioxo-1(2H)-pyrimidinyl]benzoate). RXN SMILES: [Cl:1][C:2]1[CH:13]=[CH:12][C:11]([NH:14][C:15]([NH:17][C:18]([C:25]([F:28])([F:27])[F:26])=[CH:19][C:20](OCC)=[O:21])=[S:16])=[CH:10][C:3]=1[C:4]([O:6][CH:7]([CH3:9])[CH3:8])=[O:5].[Na]>C(O)(C)C.CN(C)C=O>[Cl:1][C:2]1[CH:13]=[CH:12][C:11]([N:14]2[C:20](=[O:21])[CH:19]=[C:18]([C:25]([F:28])([F:27])[F:26])[NH:17][C:15]2=[S:16])=[CH:10][C:3]=1[C:4]([O:6][CH:7]([CH3:9])[CH3:8])=[O:5] |f:2.3,^1:28|. Reported procedure: using isopropyl 2-chloro-5-{3-[2-(ethoxycarbonyl)-1-trifluoromethylvinyl]thioureido}-benzoate with sodium isopropylate is an isopropanol/dimethylformamide mixture there is obtained isopropyl 2-chloro-5-[3,6-dihydro-4-trifluoromethyl-6-oxo-2-thioxo-1(2H)-pyrimidinyl]benzoate, Starting materials: OC1CN(CCC1)CC#N (3-hydroxypiperidin-1-yl-acetonitrile), [H-].[H-].[H-].[H-].[Li+].[Al+3] (LiAlH4). Run in C1CCOC1 (THF), C1CCOC1 (THF). Product: NCCN1CC(CCC1)O (1-(2-Amino-ethyl)-piperidin-3-ol). Isolated yield 63.2%. As a reaction SMILES: [H-].[H-].[H-].[H-].[Li+].[Al+3].[OH:7][CH:8]1[CH2:13][CH2:12][CH2:11][N:10]([CH2:14][C:15]#[N:16])[CH2:9]1>C1COCC1>[NH2:16][CH2:15][CH2:14][N:10]1[CH2:11][CH2:12][CH2:13][CH:8]([OH:7])[CH2:9]1 |f:0.1.2.3.4.5|. Reported procedure: LiAlH4 (2.44 g, 64.2 mmol) was added to dry THF (20 mL) at 0° C. in a three-neck round bottom flask under N2. The solution was stirred for 15 min. before the 3-hydroxypiperidin-1-yl-acetonitrile (3 g, 21.4 mmol), diluted in dry THF (5 mL), was added slowly via syringe. The reaction mixture was then refluxed 5 h before allowing the solution to cool to RT. Excess of LiAlH4 was destroyed by dropwise addition of 2.4 mL of H2O, 2.4 mL of NaOH (15%) and finally EtOAc was added dropwise until no efferv... The reactants are N1N=C(C2=CC=CC=C12)\C=C\1/OC2=C(C1=O)C=CC(=C2CN2[C@H](CN(CC2)C(=O)OC(C)(C)C)C)O (tert-butyl (Z)-4-({2-[(1H-indazol-3-yl)methylene]-6-hydroxy-3-oxo-2,3-dihydrobenzofuran-7-yl}methyl)-3-(S)-methylpiperazine-1-carboxylate), FC(C(=O)O)(F)F (trifluoroacetic acid). Solvent: C(O)([O-])=O.[Na+] (sodium hydrogencarbonate), C(Cl)Cl (methylene chloride). Reaction conditions: time 8 hour. Product: N1N=C(C2=CC=CC=C12)\C=C\1/OC2=C(C1=O)C=CC(=C2CN2[C@H](CNCC2)C)O ((Z)-2-[(1H-indazol-3-yl)methylene]-6-hydroxy-7-{[2-(S)-methylpiperazin-1-yl]methyl}benzofuran-3(2H)-one). Isolated yield 17.5%. Reaction SMILES: [NH:1]1[C:9]2[C:4](=[CH:5][CH:6]=[CH:7][CH:8]=2)[C:3](/[CH:10]=[C:11]2\[O:12][C:13]3[C:20]([CH2:21][N:22]4[CH2:27][CH2:26][N:25](C(OC(C)(C)C)=O)[CH2:24][C@@H:23]4[CH3:35])=[C:19]([OH:36])[CH:18]=[CH:17][C:14]=3[C:15]\2=[O:16])=[N:2]1.FC(F)(F)C(O)=O>C(Cl)Cl.C(=O)([O-])O.[Na+]>[NH:1]1[C:9]2[C:4](=[CH:5][CH:6]=[CH:7][CH:8]=2)[C:3](/[CH:10]=[C:11]2\[O:12][C:13]3[C:20]([CH2:21][N:22]4[CH2:27][CH2:26][NH:25][CH2:24][C@@H:23]4[CH3:35])=[C:19]([OH:36])[CH:18]=[CH:17][C:14]=3[C:15]\2=[O:16])=[N:2]1 |f:3.4|. Reported procedure: A solution of tert-butyl (Z)-4-({2-[(1H-indazol-3-yl)methylene]-6-hydroxy-3-oxo-2,3-dihydrobenzofuran-7-yl}methyl)-3-(S)-methylpiperazine-1-carboxylate (0.329 g, 0.672 mmol) in methylene chloride (8 mL) was added with trifluoroacetic acid (8 mL) at room temperature, and the mixture was stirred overnight. The reaction mixture was concentrated, then the residue was added with methanol (20 mL) and a 5% solution of hydrogen chloride in methanol (5 mL), and the mixture was stirred at room temperature... The reactants are C(C)OC(C1=C(C(=CC(=C1)Br)[N+](=O)[O-])O)=O (5-Bromo-2-hydroxy-3-nitro-benzoic acid ethyl ester), CN(C(=S)Cl)C (dimethylthiocarbamoyl chloride), [H-].[Na+] (NaH), [H][H] (hydrogen). Solvent: CN(C)C=O (DMF), CN(C)C=O (DMF). Conditions: time 10 minute. Yields the product C(C)OC(C1=C(C(=CC(=C1)Br)[N+](=O)[O-])OC(N(C)C)=S)=O (5-Bromo-2-dimethylthiocarbamoyloxy-3-nitro-benzoic acid ethyl ester). The yield is 75.7%. RXN SMILES: [H-].[Na+].[CH2:3]([O:5][C:6](=[O:18])[C:7]1[CH:12]=[C:11]([Br:13])[CH:10]=[C:9]([N+:14]([O-:16])=[O:15])[C:8]=1[OH:17])[CH3:4].[H][H].[CH3:21][N:22]([CH3:26])[C:23](Cl)=[S:24]>CN(C=O)C>[CH2:3]([O:5][C:6](=[O:18])[C:7]1[CH:12]=[C:11]([Br:13])[CH:10]=[C:9]([N+:14]([O-:16])=[O:15])[C:8]=1[O:17][C:23](=[S:24])[N:22]([CH3:26])[CH3:21])[CH3:4] |f:0.1|. Reported procedure: To a suspension of NaH (760 mg, 40%, 19 mmol) in DMF (50 mL) is added the 5-Bromo-2-hydroxy-3-nitro-benzoic acid ethyl ester (4.22 g, 18.2 mmol) portionwise over 5 minutes. After all the hydrogen gas is evolved the reaction is stirred for an additional 10 minutes and then an additional 100 mL, of dry DMF is added. The reaction is stirred at room temperature for 1 minute and dimethylthiocarbamoyl chloride (2.4 g, 18.9 mmol) is added over 5 minutes (Caution stench). The resulting reaction is stirr...